From a dataset of the Open Reaction Database (ORD), a public repository of structured organic reaction records. describe an organic reaction: reactants, conditions, products, and yield Starting materials: CC(=O)OC(C)=O, O=C(O)CCc1cccc(Oc2ccccc2Cl)c1O, c1ccccc1. RXN SMILES: [CH3:1][C:2]([O:3][C:4](=[O:5])[CH3:6])=[O:7].[OH:8][c:9]1[c:10]([CH2:23][CH2:24][C:25](=[O:26])[OH:27])[cH:11][cH:12][cH:13][c:14]1[O:15][c:16]1[c:17]([Cl:22])[cH:18][cH:19][cH:20][cH:21]1.[cH:28]1[cH:29][cH:30][cH:31][cH:32][cH:33]1>>[c:9]12[c:10]([cH:11][cH:12][cH:13][c:14]1[O:15][c:16]1[c:17]([Cl:22])[cH:18][cH:19][cH:20][cH:21]1)[CH2:23][CH2:24][C:25](=[O:26])[O:27]2. The product is O=C1CCc2cccc(Oc3ccccc3Cl)c2O1. The yield is 7.4%. Procedure details: A solution of 2-amino-3-benzyloxypyridine (3 g) and 3-chloro-5-hexen-2-one (2.981 g) in ethanol (15 ml) was stirred and refluxed for 45 hours and then evaporated in vacuo. To the residue was added an aqueous solution of sodium bicarbonate and the mixture was extracted with ethyl acetate. The extract was washed with water, dried over magnesium sulfate and evaporated in vacuo. The oily residue was purified by column chromatography on silica gel (50 g) using methylene chloride and then chloroform a... The reactants are NC1=NC=CC=C1OCC1=CC=CC=C1 (2-amino-3-benzyloxypyridine), ClC(C(C)=O)CC=C (3-chloro-5-hexen-2-one). The solvent is C(C)O (ethanol). As a reaction SMILES: [NH2:1][C:2]1[C:7]([O:8][CH2:9][C:10]2[CH:15]=[CH:14][CH:13]=[CH:12][CH:11]=2)=[CH:6][CH:5]=[CH:4][N:3]=1.Cl[CH:17]([CH2:21][CH:22]=[CH2:23])[C:18](=O)[CH3:19]>C(O)C>[CH2:9]([O:8][C:7]1[C:2]2[N:3]([C:17]([CH2:21][CH:22]=[CH2:23])=[C:18]([CH3:19])[N:1]=2)[CH:4]=[CH:5][CH:6]=1)[C:10]1[CH:11]=[CH:12][CH:13]=[CH:14][CH:15]=1. Product: C(C1=CC=CC=C1)OC=1C=2N(C=CC1)C(=C(N2)C)CC=C (8-benzyloxy-3-allyl-2-methylimidazo[1,2-a]pyridine). Starting materials: C1(=CC=CC=C1)/C(=C(\CC)/C1=CC=CC=C1)/C1=CC=C(C=C1)C=CC(=O)O (3-[4-(Z)-(1,2-diphenylbut-1-enyl)phenyl]-acrylic acid), S1C(=CC=C1)S(=O)(=O)N (2-thiophenesulfonamide). Yields the product C1(=CC=CC=C1)C(=C(CC)C1=CC=CC=C1)C1=CC=C(C=C1)C=CC(=O)NS(=O)(=O)C=1SC=CC1 (thiophene-2-sulfonic acid {3-[4-(1,2-diphenyl-but-1-enyl)-phenyl]-acryloyl}-amide). Reaction SMILES: [C:1]1(/[C:7](/[C:17]2[CH:22]=[CH:21][C:20]([CH:23]=[CH:24][C:25](O)=[O:26])=[CH:19][CH:18]=2)=[C:8](/[C:11]2[CH:16]=[CH:15][CH:14]=[CH:13][CH:12]=2)\[CH2:9][CH3:10])[CH:6]=[CH:5][CH:4]=[CH:3][CH:2]=1.[S:28]1[CH:32]=[CH:31][CH:30]=[C:29]1[S:33]([NH2:36])(=[O:35])=[O:34]>>[C:1]1([C:7]([C:17]2[CH:22]=[CH:21][C:20]([CH:23]=[CH:24][C:25]([NH:36][S:33]([C:29]3[S:28][CH:32]=[CH:31][CH:30]=3)(=[O:35])=[O:34])=[O:26])=[CH:19][CH:18]=2)=[C:8]([C:11]2[CH:16]=[CH:15][CH:14]=[CH:13][CH:12]=2)[CH2:9][CH3:10])[CH:2]=[CH:3][CH:4]=[CH:5][CH:6]=1. Procedure: Prepared by coupling 1a and 2-thiophenesulfonamide (Synlett, 1997, 375) in accordance with Procedure 1, Method A described hereinabove. Yield (27%); 1H NMR (d6-DMSO) δ 12.34 (br s, 1H), 7.99 (m, 1H), 7.76 (m, 1H), 7.39–7.08 (m, 14H), 6.85 (d, J=8.4 Hz, 2H), 6.41 (d, J=15.7 Hz, 1H), 2.36 (q, J=7.3 Hz, 2H), 0.82 (t, J=7.3 Hz, 3H); APcI m/z: 500 (M+H+). Starting materials: CCOC(=O)C(CCc1ccccc1)ONC(=O)OC(C)(C)C, CO, [Na+], [OH-]. Product: CC(C)(C)OC(=O)NOC(CCc1ccccc1)C(=O)O. RXN SMILES: [CH2:1]([CH3:2])[O:3][C:4]([CH:5]([CH2:6][CH2:7][c:8]1[cH:9][cH:10][cH:11][cH:12][cH:13]1)[O:14][NH:15][C:16](=[O:17])[O:18][C:19]([CH3:20])([CH3:21])[CH3:22])=[O:23].[CH3:24][OH:25].[Na+:27].[OH-:26]>>[O:3]=[C:4]([CH:5]([CH2:6][CH2:7][c:8]1[cH:9][cH:10][cH:11][cH:12][cH:13]1)[O:14][NH:15][C:16](=[O:17])[O:18][C:19]([CH3:20])([CH3:21])[CH3:22])[OH:23]. Reactants: O=C(Nc1c(Cl)cncc1Cl)c1ccc(OC(F)F)c2oc3ccc([N+](=O)[O-])cc3c12, CN(C)C=O. Product: Nc1ccc2oc3c(OC(F)F)ccc(C(=O)Nc4c(Cl)cncc4Cl)c3c2c1. As a reaction SMILES: [Cl:1][c:2]1[cH:3][n:4][cH:5][c:6]([Cl:31])[c:7]1[NH:8][C:9](=[O:10])[c:11]1[cH:12][cH:13][c:14]([O:27][CH:28]([F:29])[F:30])[c:15]2[o:16][c:17]3[c:18]([c:19]12)[cH:20][c:21]([N+:24]([O-:25])=[O:26])[cH:22][cH:23]3.[O:32]=[CH:33][N:34]([CH3:35])[CH3:36]>>[Cl:1][c:2]1[cH:3][n:4][cH:5][c:6]([Cl:31])[c:7]1[NH:8][C:9](=[O:10])[c:11]1[cH:12][cH:13][c:14]([O:27][CH:28]([F:29])[F:30])[c:15]2[o:16][c:17]3[c:18]([c:19]12)[cH:20][c:21]([NH2:24])[cH:22][cH:23]3.